Dataset: the Open Reaction Database (ORD), a public repository of structured organic reaction records. Task: describe an organic reaction: reactants, conditions, products, and yield The reactants are CCCCc1ccc(N)c([N+](=O)[O-])c1, CCO, [H][H], O=[Pt]. The product is CCCCc1ccc(N)c(N)c1. Reaction SMILES: [CH2:1]([CH2:2][CH2:3][CH3:4])[c:5]1[cH:6][c:7]([N+:12]([O-:13])=[O:14])[c:8]([NH2:9])[cH:10][cH:11]1.[CH3:19][CH2:20][OH:21].[H:15][H:16].[Pt:17]=[O:18]>>[CH2:1]([CH2:2][CH2:3][CH3:4])[c:5]1[cH:6][c:7]([NH2:12])[c:8]([NH2:9])[cH:10][cH:11]1. The reactants are ClCCNC(=O)C1=NN(C=2CC(C=CC12)(C1=CC=CC=C1)C1=CC=CC=C1)COCC[Si](C)(C)C (6,6-diphenyl-1 (2-trimethylsilanylethoxymethyl)-6,7-dihydro-1H-indazole-3-carboxylic acid (2-chloroethyl)amide), [H-].[Na+] (sodium hydride), O (water), Cl (hydrochloric acid). Run in CN(C=O)C (dimethylformamide), CN(C=O)C (dimethylformamide). Conditions: temperature 5 celsius, time 2 hour. Yields the product N1(CC1)C(=O)C1=NN(C=2CC(C=CC12)(C1=CC=CC=C1)C1=CC=CC=C1)COCC[Si](C)(C)C (aziridin-1-yl(6,6-diphenyl-1-(2-trimethylsilanylethoxymethyl)-6,7-dihydro-1H-indazol-3-yl)methanone). Yield: 42.0%. Reaction SMILES: Cl[CH2:2][CH2:3][NH:4][C:5]([C:7]1[C:15]2[CH:14]=[CH:13][C:12]([C:22]3[CH:27]=[CH:26][CH:25]=[CH:24][CH:23]=3)([C:16]3[CH:21]=[CH:20][CH:19]=[CH:18][CH:17]=3)[CH2:11][C:10]=2[N:9]([CH2:28][O:29][CH2:30][CH2:31][Si:32]([CH3:35])([CH3:34])[CH3:33])[N:8]=1)=[O:6].[H-].[Na+].O.Cl>CN(C)C=O>[N:4]1([C:5]([C:7]2[C:15]3[CH:14]=[CH:13][C:12]([C:22]4[CH:27]=[CH:26][CH:25]=[CH:24][CH:23]=4)([C:16]4[CH:21]=[CH:20][CH:19]=[CH:18][CH:17]=4)[CH2:11][C:10]=3[N:9]([CH2:28][O:29][CH2:30][CH2:31][Si:32]([CH3:35])([CH3:34])[CH3:33])[N:8]=2)=[O:6])[CH2:2][CH2:3]1 |f:1.2|. Reported procedure: A solution of 0.2 g of 6,6-diphenyl-1 (2-trimethylsilanylethoxymethyl)-6,7-dihydro-1H-indazole-3-carboxylic acid (2-chloroethyl)amide in 7 cm3 of dimethylformamide is added dropwise to a suspension of 0.023 g of sodium hydride (at 60% in oil) in 3 cm3 of dimethylformamide cooled to a temperature in the region of 5° C. The reaction mixture is stirred for two hours at a temperature in the region of 20° C. The solution obtained is poured into a mixture of 30 cm3 of water and 0.3 cm3 of aqueous 1N h... The reactants are NC=1C(=NC(=CN1)C1=CCC(CC1)COCC1=CC=CC=C1)C1=CC(=C(C(=O)OC)C=C1)F (Methyl 4-(3-amino-6-(4-((benzyloxy)methyl)cyclohex-1-en-1-yl)pyrazin-2-yl)-2-fluorobenzoate), CO (MeOH). Run at time 14 hour. Solvent: C1CCOC1 (THF). Procedure details: Methyl 4-(3-amino-6-(4-((benzyloxy)methyl)cyclohex-1-en-1-yl)pyrazin-2-yl)-2-fluorobenzoate (381 mg, 0.851 mmol) was dissolved in THF (5 mL) and then MeOH (15 mL) was added and then Pd—C (10% wet) (550 mg, 0.517 mmol) was added. The mixture was put under vacuum and purged with hydrogen and this cycle was repeated thrice and then finally under hydrogen overnight. After 14 h, LCMS indicated alkene saturation but only partial benzyl deprotection, and therefore another Pd—C (10% wet) (700 mg) was ad... The reagents and catalysts are [Pd] (Pd—C). Yield: 70.5%. Product: NC=1C(=NC(=CN1)C1CCC(CC1)CO)C1=CC(=C(C(=O)OC)C=C1)F (Methyl 4-(3-amino-6-(4-(hydroxymethyl)cyclohexyl)pyrazin-2-yl)-2-fluorobenzoate). RXN SMILES: [NH2:1][C:2]1[C:3]([C:23]2[CH:32]=[CH:31][C:26]([C:27]([O:29][CH3:30])=[O:28])=[C:25]([F:33])[CH:24]=2)=[N:4][C:5]([C:8]2[CH2:13][CH2:12][CH:11]([CH2:14][O:15]CC3C=CC=CC=3)[CH2:10][CH:9]=2)=[CH:6][N:7]=1.CO>C1COCC1.[Pd]>[NH2:1][C:2]1[C:3]([C:23]2[CH:32]=[CH:31][C:26]([C:27]([O:29][CH3:30])=[O:28])=[C:25]([F:33])[CH:24]=2)=[N:4][C:5]([CH:8]2[CH2:13][CH2:12][CH:11]([CH2:14][OH:15])[CH2:10][CH2:9]2)=[CH:6][N:7]=1. Starting materials: CCOC(C)=O, CCCC(=O)Oc1c(OC)cc(C(=O)OC(c2ccccc2)c2ccccc2)cc1OC, CCO, ClCCl. Product: CCCC(=O)Oc1c(OC)cc(C(=O)O)cc1OC. As a reaction SMILES: [C:36]([O:37][CH2:38][CH3:39])(=[O:40])[CH3:41].[CH2:1]([CH3:2])[CH2:3][C:4](=[O:5])[O:6][c:7]1[c:8]([O:31][CH3:32])[cH:9][c:10]([C:11](=[O:12])[O:13][CH:14]([c:15]2[cH:16][cH:17][cH:18][cH:19][cH:20]2)[c:21]2[cH:22][cH:23][cH:24][cH:25][cH:26]2)[cH:27][c:28]1[O:29][CH3:30].[CH2:42]([OH:43])[CH3:44].[Cl:33][CH2:34][Cl:35]>>[CH2:1]([CH3:2])[CH2:3][C:4](=[O:5])[O:6][c:7]1[c:8]([O:31][CH3:32])[cH:9][c:10]([C:11](=[O:12])[OH:13])[cH:27][c:28]1[O:29][CH3:30]. Starting materials: CC(C)([O-])C.[K+] (Potassium tert-butoxide), C(C)(C)(C)[Si](OCC(C)(O)C)(C)C (1-(Tertbutyldimethylsilyloxy)-2-methylpropan-2-ol), FC1=C(C=C(C=C1)[N+](=O)[O-])N1N=NN(C1=O)C (1-(2-fluoro-5-nitrophenyl)-4-methyl-1H-tetrazol-5(4H)-one). Solvent: C1CCOC1 (THF), C1CCOC1 (THF). Run at temperature -78 celsius, time 15 minute. The product is [Si](C)(C)(C(C)(C)C)OCC(C)(OC1=C(C=C(C=C1)[N+](=O)[O-])N1N=NN(C1=O)C)C (1-(2-(1-(tert-butyldimethylsilyloxy)-2-methylpropan-2-yloxy)-5-nitrophenyl)-4-methyl-1H-tetrazol-5(4H)-one). Isolated yield 67.0%. RXN SMILES: [C:1]([Si:5]([CH3:13])([CH3:12])[O:6][CH2:7][C:8]([CH3:11])([OH:10])[CH3:9])([CH3:4])([CH3:3])[CH3:2].CC(C)([O-])C.[K+].F[C:21]1[CH:26]=[CH:25][C:24]([N+:27]([O-:29])=[O:28])=[CH:23][C:22]=1[N:30]1[C:34](=[O:35])[N:33]([CH3:36])[N:32]=[N:31]1>C1COCC1>[Si:5]([O:6][CH2:7][C:8]([CH3:11])([O:10][C:21]1[CH:26]=[CH:25][C:24]([N+:27]([O-:29])=[O:28])=[CH:23][C:22]=1[N:30]1[C:34](=[O:35])[N:33]([CH3:36])[N:32]=[N:31]1)[CH3:9])([C:1]([CH3:4])([CH3:3])[CH3:2])([CH3:13])[CH3:12] |f:1.2|. Procedure details: 1-(Tertbutyldimethylsilyloxy)-2-methylpropan-2-ol (1.80 g, 8.81 mmol, 1.10 equiv) in THF (30 mL) under argon gas, was cooled to −78° C. Potassium tert-butoxide (1.165 g, 9.61 mmol, 1.20 equiv) was added in one portion, and the reaction mixture was stirred for 15 min at −78° C. Then a solution of 1-(2-fluoro-5-nitrophenyl)-4-methyl-1H-tetrazol-5(4H)-one (prepared according to WO2011068898, which is incorporated herein by reference; 1.915 g, 8.00 mmol, 1.00 equiv) in THF (10 mL) was added slowly, ... The reactants are ceric ammonium nitrate, [Br-].[Li+] (lithium bromide), O1COC2=C1C=CC=C2 (benzo[1,3]dioxol). Solvent: C(C)#N (acetonitrile), C(C)#N (acetonitrile), O (water). Conditions: temperature 25 celsius, time 30 minute. The product is BrC1=CC2=C(OCO2)C=C1 (5-bromo-benzo[1,3]dioxole). As a reaction SMILES: [Br-:1].[Li+].[O:3]1[C:7]2[CH:8]=[CH:9][CH:10]=[CH:11][C:6]=2[O:5][CH2:4]1>C(#N)C.O>[Br:1][C:10]1[CH:9]=[CH:8][C:7]2[O:3][CH2:4][O:5][C:6]=2[CH:11]=1 |f:0.1|. Procedure details: A mixture of ceric ammonium nitrate (9.88 g, 18.0 mmol) and lithium bromide (1.5 g, 18.0 mmol) in acetonitrile (20 mL) was stirred for 30 minutes at 25° C. under nitrogen atmosphere. A solution of benzo[1,3]dioxol (2 g, 16 mmol) in acetonitrile (20 mL) was added slowly to it and the mixture was stirred for 4 hours at 25° C. The mixture was then diluted with water (50 mL) and extracted with ethyl acetate (3×50 mL). The organic layers were collected, combined, washed with water (50 mL), dried over... The reactants are ice water, ClC1=CC(=C(C=C1)[N+](=O)[O-])F (4-chloro-2-fluoro-1-nitrobenzene), C(C)(C)(C)OC(=O)N1CC(CC1)O (3-hydroxypyrrolidine-1-carboxylic acid tert-butyl ester), [H-].[Na+] (NaH). Solvent: CN(C)C=O (DMF). Run at time 1 hour. The product is C(C)(C)(C)OC(=O)N1CC(CC1)OC1=C(C=CC(=C1)Cl)CCC=O (3-[5-Chloro-2-(3-oxopropyl)-phenoxy]-pyrrolidine-1-carboxylic acid tert butyl ester). As a reaction SMILES: [Cl:1][C:2]1[CH:7]=[CH:6][C:5]([N+]([O-])=O)=[C:4](F)[CH:3]=1.[C:12]([O:16][C:17]([N:19]1[CH2:23][CH2:22][CH:21]([OH:24])[CH2:20]1)=[O:18])([CH3:15])([CH3:14])[CH3:13].[H-].[Na+]>CN(C=O)C>[C:12]([O:16][C:17]([N:19]1[CH2:23][CH2:22][CH:21]([O:24][C:4]2[CH:3]=[C:2]([Cl:1])[CH:7]=[CH:6][C:5]=2[CH2:23][CH2:22][CH:21]=[O:24])[CH2:20]1)=[O:18])([CH3:15])([CH3:13])[CH3:14] |f:2.3|. Reported procedure: To a stirred solution of 4-chloro-2-fluoro-1-nitrobenzene (2 g, 11.40 mmol) and 3-hydroxypyrrolidine-1-carboxylic acid tert-butyl ester in 40 mL of anhydrous DMF, add NaH (0.55 g, 22.79 mmol) at 0° C. in portions. Stir the mixture at room temperature for 1 h, then, pour into ice-water, extract with EtOAc (3×50 mL), dry over MgSO4 and evaporate to afford the compound pure enough to use in the following step without further purification (yellow solid, 4.15 g). Follow a procedure similar to prepara... The reactants are CC1=NN(C=C1N)C, CONC(=O)C1=CC=CC=C1NC2=CC(=NC=C2C(F)(F)F)Cl. Reagents/catalysts: C(=O)([O-])[O-].[Cs+].[Cs+], CC(C1CCCC1P(C2CCCCC2)C3CCCCC3)P(C(C)(C)C)C(C)(C)C.C1CCCC1.[Fe], CC(=O)O.CC(=O)O.[Pd]. The solvent is COCCOC. Conditions: temperature 150 celsius. Yields the product CC1=NN(C=C1NC2=NC=C(C(=C2)NC3=CC=CC=C3C(=O)NOC)C(F)(F)F)C. Yield: 11.2%. Reported procedure: Palladium(II) acetate (7.79 mg, 0.03 mmol), (R)-(-)-1-[(S)-2-(Dicyclohexylphosphino)ferrocenyl]ethyldi-t-butylphosphine (19.46 mg, 0.03 mmol), Cesium carbonate (0.032 mL, 0.40 mmol), 1,3-dimethyl-1H-pyrazol-4-amine (38.6 mg, 0.35 mmol) and 2-(2-chloro-5-(trifluoromethyl)pyridin-4-ylamino)-N-methoxybenzamide (100 mg, 0.29 mmol) were suspended in DME (2.5 mL) and sealed into a microwave tube. The reaction was heated to 150 °C for 30 minutes in the microwave reactor and cooled to RT. The crude prod... Starting materials: solution, C(C)(C)(C)P(C(C)(C)C)C(C)(C)C (tri-tert-butylphosphine), BrC=1C(=NN2C(=NN=C(C21)C)C2=C(C=CC=C2)F)OCC=2N(N=CN2)C (3-bromo-7-(2-fluorophenyl)-4-methyl-2-(2-methyl-2H-[1,2,4]triazol-3ylmethoxy)pyrazolo[1,5-d][1,2,4]triazine), S1C=C(C=C1)B(O)O (thiophene-3-boronic acid), C([O-])([O-])=O.[Cs+].[Cs+] (cesium carbonate). Reagents/catalysts: C=1C=CC(=CC1)/C=C/C(=O)/C=C/C2=CC=CC=C2.C=1C=CC(=CC1)/C=C/C(=O)/C=C/C2=CC=CC=C2.C=1C=CC(=CC1)/C=C/C(=O)/C=C/C2=CC=CC=C2.[Pd].[Pd] (tris(dibenzylideneacetone)dipalladium(0)). Solvent: O1CCOCC1 (1,4-dioxane), O1CCOCC1 (1,4-dioxane). Conditions: temperature 90 celsius. Yields the product FC1=C(C=CC=C1)C1=NN=C(C=2N1N=C(C2C2=CSC=C2)OCC=2N(N=CN2)C)C (7-(2Fluorophenyl)-4-methyl-2-(2-methyl-2H-[1,2,4]triazol-3-ylmethoxy)-3-(thien-3-yl)pyrazolo[1,5-d][1,2,4]triazine). Isolated yield 82.5%. RXN SMILES: Br[C:2]1[C:3]([O:19][CH2:20][C:21]2[N:22]([CH3:26])[N:23]=[CH:24][N:25]=2)=[N:4][N:5]2[C:10]=1[C:9]([CH3:11])=[N:8][N:7]=[C:6]2[C:12]1[CH:17]=[CH:16][CH:15]=[CH:14][C:13]=1[F:18].[S:27]1[CH:31]=[CH:30][C:29](B(O)O)=[CH:28]1.C(=O)([O-])[O-].[Cs+].[Cs+].C(P(C(C)(C)C)C(C)(C)C)(C)(C)C>O1CCOCC1.C1C=CC(/C=C/C(/C=C/C2C=CC=CC=2)=O)=CC=1.C1C=CC(/C=C/C(/C=C/C2C=CC=CC=2)=O)=CC=1.C1C=CC(/C=C/C(/C=C/C2C=CC=CC=2)=O)=CC=1.[Pd].[Pd]>[F:18][C:13]1[CH:14]=[CH:15][CH:16]=[CH:17][C:12]=1[C:6]1[N:5]2[N:4]=[C:3]([O:19][CH2:20][C:21]3[N:22]([CH3:26])[N:23]=[CH:24][N:25]=3)[C:2]([C:29]3[CH:30]=[CH:31][S:27][CH:28]=3)=[C:10]2[C:9]([CH3:11])=[N:8][N:7]=1 |f:2.3.4,7.8.9.10.11|. Procedure details: A mixture of 3-bromo-7-(2-fluorophenyl)-4-methyl-2-(2-methyl-2H-[1,2,4]triazol-3ylmethoxy)pyrazolo[1,5-d][1,2,4]triazine (100.7 mg, 0.241 mmol), thiophene-3-boronic acid (46.8 mg, 0.366 mmol) and cesium carbonate (157.0 mg, 0.482 mmol) in anhydrous 1,4-dioxane (10 ml) was degassed by three freeze-pump-thaw cycles. Then tris(dibenzylideneacetone)dipalladium(0) (22.5 mg, 0.0246 mmol) and a 0.1M solution of tri-tert-butylphosphine in 1,4-dioxane (0.58 ml, 0.058 mmol) was added and two more freeze-p...